Dataset: the Open Reaction Database (ORD), a public repository of structured organic reaction records. Task: describe an organic reaction: reactants, conditions, products, and yield Starting materials: C(C)N(CCCNC1=NNC2=CC=C(C=C12)I)CC (3-(3-diethylaminopropylamino)-5-iodoindazole), Cl (hydrogen chloride), C(C)OCC (diethyl ether). Run in C(C)O (ethyl alcohol). The product is Cl.C(C)N(CCCNC1=NNC2=CC=C(C=C12)I)CC (3-(3-diethylaminopropylamino)-5-iodoindazole hydrochloride). As a reaction SMILES: [CH2:1]([N:3]([CH2:18][CH3:19])[CH2:4][CH2:5][CH2:6][NH:7][C:8]1[C:16]2[C:11](=[CH:12][CH:13]=[C:14]([I:17])[CH:15]=2)[NH:10][N:9]=1)[CH3:2].[ClH:20].C(OCC)C>C(O)C>[ClH:20].[CH2:18]([N:3]([CH2:1][CH3:2])[CH2:4][CH2:5][CH2:6][NH:7][C:8]1[C:16]2[C:11](=[CH:12][CH:13]=[C:14]([I:17])[CH:15]=2)[NH:10][N:9]=1)[CH3:19] |f:4.5|. Procedure: In 50 ml of absolute ethyl alcohol was dissolved 4.0 g of the 3-(3-diethylaminopropylamino)-5-iodoindazole, and into the solution was introduced dried hydrogen chloride gas under cooling with ice. Then to the solution was added anhydrous diethyl ether to separate crystals. The crystals were obtained by filtration and dried to give 3-(3-diethylaminopropylamino)-5-iodoindazole hydrochloride having the following analytical value. Reactants: CCO, COc1c(C)c(Cc2ccc(C(=O)O)c(OCc3ccccc3)c2)c(OC)c(OC)c1OC, [H][H], C1COCCO1. The product is COc1c(C)c(Cc2ccc(C(=O)O)c(O)c2)c(OC)c(OC)c1OC. RXN SMILES: [CH3:1][CH2:2][OH:3].[CH3:4][O:5][c:6]1[c:7]([CH3:36])[c:8]([CH2:9][c:10]2[cH:11][c:12]([O:19][CH2:20][c:21]3[cH:22][cH:23][cH:24][cH:25][cH:26]3)[c:13]([C:14](=[O:15])[OH:16])[cH:17][cH:18]2)[c:27]([O:34][CH3:35])[c:28]([O:32][CH3:33])[c:29]1[O:30][CH3:31].[H:37][H:38].[O:39]1[CH2:40][CH2:41][O:42][CH2:43][CH2:44]1>>[CH3:4][O:5][c:6]1[c:7]([CH3:36])[c:8]([CH2:9][c:10]2[cH:11][c:12]([OH:19])[c:13]([C:14](=[O:15])[OH:16])[cH:17][cH:18]2)[c:27]([O:34][CH3:35])[c:28]([O:32][CH3:33])[c:29]1[O:30][CH3:31].